This data is from the Open Reaction Database (ORD), a public repository of structured organic reaction records. The task is: describe an organic reaction: reactants, conditions, products, and yield Starting materials: ice water, CC(=O)C=1C=CC(=CC1)O (4-hydroxyacetophenone), Br.[NH+]1=CC=CC=C1 (pyridinium hydrobromide), Br (hydrogenbromide). Solvent: C(C)(=O)O (acetic acid). Reaction conditions: time 8 hour. The product is BrCC(=O)C1=CC=C(C=C1)O (2-bromo-1-(4-hydroxyphenyl)ethanone). Reaction SMILES: [CH3:1][C:2]([C:4]1[CH:5]=[CH:6][C:7]([OH:10])=[CH:8][CH:9]=1)=[O:3].[BrH:11].[NH+]1C=CC=CC=1.Br>C(O)(=O)C>[Br:11][CH2:1][C:2]([C:4]1[CH:9]=[CH:8][C:7]([OH:10])=[CH:6][CH:5]=1)=[O:3] |f:1.2|. Reported procedure: To a solution of 4-hydroxyacetophenone (10 g) and pyridinium hydrobromide perbromide (23.5 g) in acetic acid (80 ml) was added hydrogenbromide (30% in acetic acid solution) (40 ml) and the mixture was stirred overnight at ambient temperature. The reaction mixture was added to ice water and extracted with ethyl acetate. The organic layer was taken and dried over magnesium sulfate. Magnesium sulfate was filtered off, and the filtrate was evaporated under reduced pressure to afford 2-bromo-1-(4-hyd... Starting materials: C1(=CC=CC=C1)CCN1CC2(C1)OC1=CC=C(C=C1C(C2)=O)/C=C/C(=O)NOC2OCCCC2 ((E)-3-[1′-(2-Phenyl-ethyl)-4-oxo-spiro(chromane-2,3′-azetidine)-6-yl]-N-(tetrahydro-pyran-2-yloxy)-acrylamide), Cl (HCl). The solvent is C(Cl)Cl (DCM), O1CCOCC1 (dioxane). Product: C1(=CC=CC=C1)CCN1CC2(C1)OC1=CC=C(C=C1C(C2)=O)/C=C/C(=O)NO ((E)-3-[1′-(2-phenyl-ethyl)-4-oxo-spiro(chromane-2,3′-azetidine)-6-yl]-N-hydroxy-acrylamide). Isolated yield 88.8%. RXN SMILES: [C:1]1([CH2:7][CH2:8][N:9]2[CH2:12][C:11]3([CH2:21][C:20](=[O:22])[C:19]4[C:14](=[CH:15][CH:16]=[C:17](/[CH:23]=[CH:24]/[C:25]([NH:27][O:28]C5CCCCO5)=[O:26])[CH:18]=4)[O:13]3)[CH2:10]2)[CH:6]=[CH:5][CH:4]=[CH:3][CH:2]=1.Cl>C(Cl)Cl.O1CCOCC1>[C:1]1([CH2:7][CH2:8][N:9]2[CH2:12][C:11]3([CH2:21][C:20](=[O:22])[C:19]4[C:14](=[CH:15][CH:16]=[C:17](/[CH:23]=[CH:24]/[C:25]([NH:27][OH:28])=[O:26])[CH:18]=4)[O:13]3)[CH2:10]2)[CH:6]=[CH:5][CH:4]=[CH:3][CH:2]=1. Procedure details: (E)-3-[1′-(2-Phenyl-ethyl)-4-oxo-spiro(chromane-2,3′-azetidine)-6-yl]-N-(tetrahydro-pyran-2-yloxy)-acrylamide (180 mg, 0.39 mmol) in DCM (7 ml) was treated with 4 M HCl in dioxane (1 ml) as described in Example 30, Step C, giving (E)-3-[1′-(2-phenyl-ethyl)-4-oxo-spiro(chromane-2,3′-azetidine)-6-yl]-N-hydroxy-acrylamide (131 mg, hydrochloride salt) as a white solid.